This data is from the Open Reaction Database (ORD), a public repository of structured organic reaction records. The task is: describe an organic reaction: reactants, conditions, products, and yield Reactants: CC1(C)CC(NCCNCc2ccccc2)c2cc(C#N)ccc2O1, ClCCl, O=C(Cl)Oc1ccc([N+](=O)[O-])cc1, c1ccncc1. RXN SMILES: [C:1](#[N:2])[c:3]1[cH:4][cH:5][c:6]2[c:7]([cH:25]1)[CH:8]([NH:14][CH2:15][CH2:16][NH:17][CH2:18][c:19]1[cH:20][cH:21][cH:22][cH:23][cH:24]1)[CH2:9][C:10]([CH3:12])([CH3:13])[O:11]2.[CH2:45]([Cl:46])[Cl:47].[Cl:26][C:27](=[O:28])[O:29][c:30]1[cH:31][cH:32][c:33]([N+:34]([O-:35])=[O:36])[cH:37][cH:38]1.[cH:39]1[cH:40][cH:41][n:42][cH:43][cH:44]1>>[C:1](#[N:2])[c:3]1[cH:4][cH:5][c:6]2[c:7]([cH:25]1)[CH:8]([N:14]1[CH2:15][CH2:16][N:17]([CH2:18][c:19]3[cH:20][cH:21][cH:22][cH:23][cH:24]3)[C:27]1=[O:28])[CH2:9][C:10]([CH3:12])([CH3:13])[O:11]2. Product: CC1(C)CC(N2CCN(Cc3ccccc3)C2=O)c2cc(C#N)ccc2O1. The reactants are C1(=CC=CC=C1)C (toluene), Cl (HCl), Hg2Cl2, Cl (HCl), C(C1=CC=CC=C1)(=O)CCCCCCCCCCC(=O)O (11-benzoylundecanoic acid). Reagents/catalysts: [Zn] (Zn). The solvent is CCOCC (ether), O (H2O). Conditions: time 5 minute. Yields the product C1(=CC=CC=C1)CCCCCCCCCCCC(=O)O (12-Phenyldodecanoic Acid). Isolated yield 81.7%. Reaction SMILES: Cl.[C:2]([CH2:10][CH2:11][CH2:12][CH2:13][CH2:14][CH2:15][CH2:16][CH2:17][CH2:18][CH2:19][C:20]([OH:22])=[O:21])(=O)[C:3]1[CH:8]=[CH:7][CH:6]=[CH:5][CH:4]=1.C1(C)C=CC=CC=1>O.CCOCC.[Zn]>[C:3]1([CH2:2][CH2:10][CH2:11][CH2:12][CH2:13][CH2:14][CH2:15][CH2:16][CH2:17][CH2:18][CH2:19][C:20]([OH:22])=[O:21])[CH:8]=[CH:7][CH:6]=[CH:5][CH:4]=1. Procedure: To a solution of 1 gm Hg2Cl2 in 30 ml H2O was added 1 ml of concentrated HCl followed by 24 gms powdered Zn (portion wise) with mechanical stirring. The resulting mixture was stirred together for 5 minutes, then the liquid phase was decanted off, and 15 ml H2O was added, followed by 36 ml concentrated HCl. This mixture was cooled to room temperature (the reaction to this point is exothermic), then 5.4 gms 11-benzoylundecanoic acid was added followed by 25 ml toluene. The resulting mixture was st... The reactants are CC(NC(=O)OC(C)(C)C)C(=O)O, COC(=O)C(Cc1ccccc1)NC(=O)C(C)N, COC(=O)C(N)Cc1ccccc1, CO, ClC(Cl)Cl, Cl, Cl, Cl, O=C(O)Cc1ccncc1. The product is COC(=O)C(Cc1ccccc1)NC(=O)C(C)NC(=O)Cc1ccncc1. As a reaction SMILES: [C:31]([NH:32][CH:33]([C:34]([OH:35])=[O:36])[CH3:37])([O:38][C:39]([CH3:40])([CH3:41])[CH3:42])=[O:43].[CH3:13][O:14][C:15]([CH:16]([NH:17][C:18]([CH:19]([NH2:20])[CH3:21])=[O:22])[CH2:23][c:24]1[cH:25][cH:26][cH:27][cH:28][cH:29]1)=[O:30].[CH3:45][O:46][C:47](=[O:48])[CH:49]([CH2:50][c:51]1[cH:52][cH:53][cH:54][cH:55][cH:56]1)[NH2:57].[CH3:58][OH:59].[Cl:60][CH:61]([Cl:62])[Cl:63].[ClH:12].[ClH:1].[ClH:44].[n:2]1[cH:3][cH:4][c:5]([CH2:8][C:9](=[O:10])[OH:11])[cH:6][cH:7]1>>[n:2]1[cH:3][cH:4][c:5]([CH2:8][C:9](=[O:11])[NH:20][CH:19]([C:18]([NH:17][CH:16]([C:15]([O:14][CH3:13])=[O:30])[CH2:23][c:24]2[cH:25][cH:26][cH:27][cH:28][cH:29]2)=[O:22])[CH3:21])[cH:6][cH:7]1. Starting materials: N1=CC=CC=C1 (pyridine), ClC=1C=CC(=C(C(=O)Cl)C1)OC (5-chloro-2-methoxy-benzoyl chloride), Cl.C(C)C1=CC=C(C=C1)CCN (2-(4-ethylphenyl)-ethylamine hydrochloride), Cl (hydrochloric acid). Run in C1(=CC=CC=C1)C (toluene), C1(=CC=CC=C1)C (toluene), O (water). Product: 5-chloro-2-methoxy, C(C1=CC=CC=C1)(=O)N (benzamide). Reaction SMILES: Cl[C:2]1[CH:3]=[CH:4][C:5](OC)=[C:6]([CH:10]=1)[C:7](Cl)=[O:8].Cl.C(C1C=CC(CC[NH2:24])=CC=1)C.N1C=CC=CC=1.Cl>C1(C)C=CC=CC=1.O>[C:7]([NH2:24])(=[O:8])[C:6]1[CH:5]=[CH:4][CH:3]=[CH:2][CH:10]=1 |f:1.2|. Procedure details: A solution of 4.1 g of 5-chloro-2-methoxy-benzoyl chloride in 20 ml of toluene was added dropwise to a suspension of 4.65 g of 2-(4-ethylphenyl)-ethylamine hydrochloride in 100 ml of anhydrous toluene after addition of 5 ml of pyridine. The whole was heated under reflux, then shaken with water, dilute hydrochloric acid and a solution of sodium bicarbonate and dried over sodium sulfate. After concentration under reduced pressure, the residue, which solidified only slowly, was filtered off with su...